Dataset: the Open Reaction Database (ORD), a public repository of structured organic reaction records. Task: describe an organic reaction: reactants, conditions, products, and yield Reactants: C1CCOC1, CCCN(C)c1cc(C(=O)OC)cc(N(C)S(C)(=O)=O)n1, Cl, [Li+], [OH-]. Yields the product CCCN(C)c1cc(C(=O)O)cc(N(C)S(C)(=O)=O)n1. As a reaction SMILES: [CH2:25]1[O:26][CH2:27][CH2:28][CH2:29]1.[CH3:1][O:2][C:3]([c:4]1[cH:5][c:6]([N:15]([CH3:16])[S:17](=[O:18])(=[O:19])[CH3:20])[n:7][c:8]([N:10]([CH2:11][CH2:12][CH3:13])[CH3:14])[cH:9]1)=[O:21].[ClH:24].[Li+:22].[OH-:23]>>[O:2]=[C:3]([c:4]1[cH:5][c:6]([N:15]([CH3:16])[S:17](=[O:18])(=[O:19])[CH3:20])[n:7][c:8]([N:10]([CH2:11][CH2:12][CH3:13])[CH3:14])[cH:9]1)[OH:21].